This data is from the Open Reaction Database (ORD), a public repository of structured organic reaction records. The task is: describe an organic reaction: reactants, conditions, products, and yield The reactants are [Br-], C=CC[Mg+], CCOCC, CCCCCCCCCCCCCCCCCC=O, Cl, C1CCOC1, O. The product is C=CCC(O)CCCCCCCCCCCCCCCCC. As a reaction SMILES: [Br-:1].[CH2:2]([CH:3]=[CH2:4])[Mg+:5].[CH3:27][CH2:28][O:29][CH2:30][CH3:31].[CH3:6][CH2:7][CH2:8][CH2:9][CH2:10][CH2:11][CH2:12][CH2:13][CH2:14][CH2:15][CH2:16][CH2:17][CH2:18][CH2:19][CH2:20][CH2:21][CH2:22][CH:23]=[O:24].[ClH:26].[O:32]1[CH2:33][CH2:34][CH2:35][CH2:36]1.[OH2:25]>>[CH2:2]([CH:3]=[CH2:4])[CH:23]([CH2:22][CH2:21][CH2:20][CH2:19][CH2:18][CH2:17][CH2:16][CH2:15][CH2:14][CH2:13][CH2:12][CH2:11][CH2:10][CH2:9][CH2:8][CH2:7][CH3:6])[OH:24]. The reactants are CCO, Clc1nc2ccccc2n2cnc(-c3noc(C4CC4)n3)c12, ClCCl, N. The product is Nc1nc2ccccc2n2cnc(-c3noc(C4CC4)n3)c12. Reaction SMILES: [CH3:27][CH2:28][OH:29].[Cl:1][c:2]1[c:3]2[n:4]([c:5]3[cH:6][cH:7][cH:8][cH:9][c:10]3[n:11]1)[cH:12][n:13][c:14]2-[c:15]1[n:16][o:17][c:18]([CH:20]2[CH2:21][CH2:22]2)[n:19]1.[Cl:23][CH2:24][Cl:25].[NH3:26]>>[c:2]1([NH2:26])[c:3]2[n:4]([c:5]3[cH:6][cH:7][cH:8][cH:9][c:10]3[n:11]1)[cH:12][n:13][c:14]2-[c:15]1[n:16][o:17][c:18]([CH:20]2[CH2:21][CH2:22]2)[n:19]1. The reactants are [Cr](=O)(=O)([O-])Cl.[NH+]1=CC=CC=C1 (pyridinium chlorochromate), C(CCCCC)C1=CC=C(C=C1)C=1C(=CC(=CC1)CO)C1=CC=CC=C1 ((4-hexyl-1,1′:2′,1″-terphenyl-4′-yl)methanol). Solvent: ClCCl (dichloromethane), ClCCl (dichloromethane). Reaction conditions: time 3 hour. The product is C(CCCCC)C1=CC=C(C=C1)C=1C(=CC(=CC1)C=O)C1=CC=CC=C1 (4-hexyl-1,1′:2′,1″-terphenyl-4′-carbaldehyde). The yield is 88.8%. RXN SMILES: [Cr](Cl)([O-])(=O)=O.[NH+]1C=CC=CC=1.[CH2:12]([C:18]1[CH:23]=[CH:22][C:21]([C:24]2[C:25]([C:32]3[CH:37]=[CH:36][CH:35]=[CH:34][CH:33]=3)=[CH:26][C:27]([CH2:30][OH:31])=[CH:28][CH:29]=2)=[CH:20][CH:19]=1)[CH2:13][CH2:14][CH2:15][CH2:16][CH3:17]>ClCCl>[CH2:12]([C:18]1[CH:23]=[CH:22][C:21]([C:24]2[C:25]([C:32]3[CH:37]=[CH:36][CH:35]=[CH:34][CH:33]=3)=[CH:26][C:27]([CH:30]=[O:31])=[CH:28][CH:29]=2)=[CH:20][CH:19]=1)[CH2:13][CH2:14][CH2:15][CH2:16][CH3:17] |f:0.1|. Reported procedure: To a vigorously stirred solution of pyridinium chlorochromate (1.29 g, 5.97 mmol) and celite (2.6 g) in dichloromethane (30 mL) was added a solution of (4-hexyl-1,1′:2′,1″-terphenyl-4′-yl)methanol (1.37 g, 3.98 mmol) in dichloromethane. After stirring at RT for 3 h, the reaction mixture was filtered through a plug of silica gel and eluted well with dichloromethane. Concentration yielded 1.21 g of the aldehyde as colorless oil.